From a dataset of the Open Reaction Database (ORD), a public repository of structured organic reaction records. describe an organic reaction: reactants, conditions, products, and yield The reactants are [H-].[Na+] (sodium hydride), [H-].[Na+] (sodium hydride), [Na] (sodium), C1(=CC=CC=C1)CC#N (phenylacetonitrile), C(=O)OCC (ethyl formate), ( C ). Solvent: C(C)O (Ethanol), CCCCCC (n-hexane). Product: C(=O)C(C#N)C1=CC=CC=C1 (α-Formylphenylacetonitrile). Reaction SMILES: [H-].[Na+].[C:3]1([CH2:9][C:10]#[N:11])[CH:8]=[CH:7][CH:6]=[CH:5][CH:4]=1.[CH:12](OCC)=[O:13].[Na]>CCCCCC.C(O)C>[CH:12]([CH:9]([C:3]1[CH:8]=[CH:7][CH:6]=[CH:5][CH:4]=1)[C:10]#[N:11])=[O:13] |f:0.1,^1:16|. Procedure: A 20.0 g. amount of sodium hydride (50% in oil) is added portionwise with stirring to a solution of 20.0 g. of phenylacetonitrile and 40.0 ml. of ethyl formate in 200 ml. of sodium dried benzene. The mixture is heated on a steam bath to start the reaction and after the vigorous reaction has subsided, the mixture is heated on the steam bath for 2 hours with stirring. Ethanol is then added dropwise to decompose the excess sodium hydride. The mixture is then swamped with n-hexane and the precipitat... Starting materials: Cl.C(C)(C)C1=C(C=C2N3[C@@H](C(NN=C3COC2=C1)=O)C)[C@@H](C)C1(CNC1)C ((R)-7-isopropyl-4-methyl-6-[(R)-1-(3-methyl-azetidin-3-yl)-ethyl]-2,10-dihydro-9-oxa-1,2,4a-triaza-phenanthren-3-one hydrochloric acid), C=O (paraformaldehyde), [BH3-]C#N.[Na+] (NaBH3CN). Run in CO (MeOH), C(C)(=O)O (acetic acid). Reaction conditions: time 0.5 hour. Yields the product CN1CC(C1)(C)[C@H](C)C=1C=C2N3[C@@H](C(NN=C3COC2=CC1C(C)C)=O)C ((R)-6-[(R)-1-(1,3-dimethyl-azetidin-3-yl)-ethyl]-7-isopropyl-4-methyl-2,10-dihydro-9-oxa-1,2,4a-triaza-phenanthren-3-one). The yield is 83.9%. Reaction SMILES: Cl.[CH:2]([C:5]1[CH:18]=[C:17]2[C:8]([N:9]3[C:14]([CH2:15][O:16]2)=[N:13][NH:12][C:11](=[O:19])[C@H:10]3[CH3:20])=[CH:7][C:6]=1[C@H:21]([C:23]1([CH3:27])[CH2:26][NH:25][CH2:24]1)[CH3:22])([CH3:4])[CH3:3].C=O.[BH3-][C:31]#N.[Na+]>CO.C(O)(=O)C>[CH3:31][N:25]1[CH2:24][C:23]([C@@H:21]([C:6]2[CH:7]=[C:8]3[C:17](=[CH:18][C:5]=2[CH:2]([CH3:3])[CH3:4])[O:16][CH2:15][C:14]2[N:9]3[C@H:10]([CH3:20])[C:11](=[O:19])[NH:12][N:13]=2)[CH3:22])([CH3:27])[CH2:26]1 |f:0.1,3.4|. Reported procedure: To a solution of (R)-7-isopropyl-4-methyl-6-[(R)-1-(3-methyl-azetidin-3-yl)-ethyl]-2,10-dihydro-9-oxa-1,2,4a-triaza-phenanthren-3-one hydrochloric acid (Example #133, Step G, 0.0227 g, 0.064 mmol) in MeOH (2 mL) and acetic acid (0.2 mL) was added paraformaldehyde (0.765 mL, 0.255 mmol) and the reaction mixture was stirred at ambient temperature for 0.5 h. NaBH3CN (0.008 g, 0.127 mmol) was added and the reaction mixture was stirred at ambient temperature for 0.5 h. The reaction mixture was concen...